This data is from the Open Reaction Database (ORD), a public repository of structured organic reaction records. The task is: describe an organic reaction: reactants, conditions, products, and yield Reactants: ClC1=CC=C(C=C1)C[C@H](C(N1CCC(CC1)C1=C(C=CC=C1)N1C(NC=C1)=O)=O)NC(=O)[C@H]1N(CC2=CC=CC=C2C1)C(=O)OC(C)(C)C (tert-Butyl(3S)-3-[N-((1R)-1-[(4-chlorophenyl)methyl]-2-oxo-2-{4-[2-(2-oxo(4-imidazolinyl))phenyl]piperidyl}ethyl)carbamoyl]-1,2,3,4-tetrahydroisoquinoline-2-carboxylate), Cl (HCl). The solvent is CCOC(=O)C (EtOAc). Yields the product C1N[C@@H](CC2=CC=CC=C12)C(=O)N[C@@H](C(N1CCC(CC1)C1=C(C=CC=C1)N1C(NC=C1)=O)=O)CC1=CC=C(C=C1)Cl (((3S)(3-1,2,3,4-Tetrahydroisoquinolyl))-N-((1R)-1-[(4-chlorophenyl)methyl]-2-oxo-2-{4-[2-(2-oxo(4-imidazolinyl))phenyl]piperidyl}ethyl)carboxamide). The yield is 58.4%. RXN SMILES: [Cl:1][C:2]1[CH:7]=[CH:6][C:5]([CH2:8][C@@H:9]([NH:30][C:31]([C@@H:33]2[CH2:42][C:41]3[C:36](=[CH:37][CH:38]=[CH:39][CH:40]=3)[CH2:35][N:34]2C(OC(C)(C)C)=O)=[O:32])[C:10](=[O:29])[N:11]2[CH2:16][CH2:15][CH:14]([C:17]3[CH:22]=[CH:21][CH:20]=[CH:19][C:18]=3[N:23]3[CH:27]=[CH:26][NH:25][C:24]3=[O:28])[CH2:13][CH2:12]2)=[CH:4][CH:3]=1.Cl>CCOC(C)=O>[CH2:35]1[C:36]2[C:41](=[CH:40][CH:39]=[CH:38][CH:37]=2)[CH2:42][C@@H:33]([C:31]([NH:30][C@H:9]([CH2:8][C:5]2[CH:6]=[CH:7][C:2]([Cl:1])=[CH:3][CH:4]=2)[C:10](=[O:29])[N:11]2[CH2:16][CH2:15][CH:14]([C:17]3[CH:22]=[CH:21][CH:20]=[CH:19][C:18]=3[N:23]3[CH:27]=[CH:26][NH:25][C:24]3=[O:28])[CH2:13][CH2:12]2)=[O:32])[NH:34]1. Procedure details: The title compound was prepared according to the procedure described in Example 10 (Step c) from tert-butyl (3S)-3-[N-((1R)-1-[(4-chlorophenyl)methyl]-2-oxo-2-(4-[2-(2-oxo(4-imidazolinyl))phenyl]piperidyl)ethyl) carbamoyl]-1,2,3,4-tetrahydroisoquinoline-2-carboxylate (Step c) (0.3 g, 0.44 mmol) and satd anhydrous HCl in EtOAc (20 mL). Recrystallization from 1:20 MeOH:Et2O provided the title compound (HCl salt) as a white solid (0.15 g). MP 191° C. (decomposed). MS (ESI, pos. ion) m/z: 584 (M+1).... The reactants are N1(C=NC=C1)CC=1C=CC2=C(N(N=N2)O)C1 (6-(1H-imidazol-1-ylmethyl)-1H-benzotriazol-1-ol), C([O-])([O-])=O.[K+].[K+] (potassium carbonate), IC(C)C (2-iodopropane). The solvent is CS(=O)C (dimethyl sulfoxide). Run at time 10 minute. Yields the product N1(C=NC=C1)CC=1C=CC2=C(N(N=N2)OC(C)C)C1 (6-(1H-imidazol-1-ylmethyl)-1-(1-methylethoxy)-1H-benzotriazole). Isolated yield 85.5%. Reaction SMILES: [N:1]1([CH2:6][C:7]2[CH:8]=[CH:9][C:10]3[N:14]=[N:13][N:12]([OH:15])[C:11]=3[CH:16]=2)[CH:5]=[CH:4][N:3]=[CH:2]1.C(=O)([O-])[O-].[K+].[K+].I[CH:24]([CH3:26])[CH3:25]>CS(C)=O>[N:1]1([CH2:6][C:7]2[CH:8]=[CH:9][C:10]3[N:14]=[N:13][N:12]([O:15][CH:24]([CH3:26])[CH3:25])[C:11]=3[CH:16]=2)[CH:5]=[CH:4][N:3]=[CH:2]1 |f:1.2.3|. Procedure: A mixture of 3.23 parts of 6-(1H-imidazol-1-ylmethyl)-1H-benzotriazol-1-ol, 2.07 parts of potassium carbonate and 20 parts of dimethyl sulfoxide was stirred for 10 minutes at room temperature. Then there were added 2.55 parts of 2-iodopropane and stirring was continued first for 15 minutes at room temperature and then for 1 hour at 50° C. The reaction mixture was evaporated. 50 Parts of water were added. The product was extracted with dichloromethane. The extract was dried, filtered and evaporat... The reactants are C(=O)(OCC1=CC=CC=C1)N[C@@H](C(C)C)C(=O)N(CC(=O)O)CC1=CC=CC=C1 (N-carbobenzoxy-L-valyl-N-benzyl glycine), C(C(=O)C)(=O)O (pyruvic acid). The reagents and catalysts are [Pd] (palladium on carbon). The solvent is C(C)O (ethanol). Conditions: time 4 hour. Yields the product C(C(=O)C)(=O)O.C(=O)(O)C(C)N[C@@H](C(C)C)C(=O)N(CC(=O)O)CC1=CC=CC=C1 (N-(1-Carboxyethyl)-L-valyl-N-benzyl-glycine pyruvate). Reaction SMILES: C([NH:11][C@H:12]([C:16]([N:18]([CH2:23][C:24]1[CH:29]=[CH:28][CH:27]=[CH:26][CH:25]=1)[CH2:19][C:20]([OH:22])=[O:21])=[O:17])[CH:13]([CH3:15])[CH3:14])(OCC1C=CC=CC=1)=O.[C:30]([OH:35])(=[O:34])[C:31]([CH3:33])=[O:32]>C(O)C.[Pd]>[C:30]([OH:35])(=[O:34])[C:31]([CH3:33])=[O:32].[C:30]([CH:31]([NH:11][C@H:12]([C:16]([N:18]([CH2:23][C:24]1[CH:29]=[CH:28][CH:27]=[CH:26][CH:25]=1)[CH2:19][C:20]([OH:22])=[O:21])=[O:17])[CH:13]([CH3:15])[CH3:14])[CH3:33])([OH:35])=[O:34] |f:4.5|. Procedure: To a solution of N-carbobenzoxy-L-valyl-N-benzyl glycine (17.2 g, 44.6 mmol) and pyruvic acid (19.6 g, 0.223 mol) in 400 ml absolute ethanol was added 10% palladium on carbon (1.5 g). The mixture was hydrogenated at 50 psi for 4 hours. Filtration and concentration in vacuo provided an oily product which was purified as in example 7D. Starting materials: CCO, Cl, [Fe], O=[N+]([O-])c1cccc(S(=O)(=O)Nc2ccc3[nH]nc(-c4ccccc4)c3c2)c1, O. Product: Nc1cccc(S(=O)(=O)Nc2ccc3[nH]nc(-c4ccccc4)c3c2)c1. Reaction SMILES: [CH3:30][CH2:31][OH:32].[ClH:1].[Fe:34].[N+:2]([O-:3])(=[O:4])[c:5]1[cH:6][c:7]([S:11](=[O:12])(=[O:13])[NH:14][c:15]2[cH:16][c:17]3[c:18](-[c:24]4[cH:25][cH:26][cH:27][cH:28][cH:29]4)[n:19][nH:20][c:21]3[cH:22][cH:23]2)[cH:8][cH:9][cH:10]1.[OH2:33]>>[NH2:2][c:5]1[cH:6][c:7]([S:11](=[O:12])(=[O:13])[NH:14][c:15]2[cH:16][c:17]3[c:18](-[c:24]4[cH:25][cH:26][cH:27][cH:28][cH:29]4)[n:19][nH:20][c:21]3[cH:22][cH:23]2)[cH:8][cH:9][cH:10]1.